Task: describe an organic reaction: reactants, conditions, products, and yield. Dataset: the Open Reaction Database (ORD), a public repository of structured organic reaction records RXN SMILES: COC1C=CC(C)=CC=1C(N[C@H]1CCC[C@@H]1NC1C=NC(C(F)(F)F)=CN=1)=O.Cl.[F:30][C:31]([F:46])([F:45])[C:32]1[N:33]=[CH:34][C:35]([NH:38][C@H:39]2[CH2:43][CH2:42][CH2:41][C@@H:40]2[NH2:44])=[N:36][CH:37]=1.[N:47]1([C:52]2[CH:60]=[CH:59][C:58]([C:61]([F:64])([F:63])[F:62])=[CH:57][C:53]=2[C:54](O)=[O:55])[CH:51]=[CH:50][N:49]=[N:48]1>>[N:47]1([C:52]2[CH:60]=[CH:59][C:58]([C:61]([F:62])([F:64])[F:63])=[CH:57][C:53]=2[C:54]([NH:44][C@H:40]2[CH2:41][CH2:42][CH2:43][C@@H:39]2[NH:38][C:35]2[CH:34]=[N:33][C:32]([C:31]([F:30])([F:45])[F:46])=[CH:37][N:36]=2)=[O:55])[CH:51]=[CH:50][N:49]=[N:48]1 |f:1.2|. Procedure: Prepared according to the procedure for 2-methoxy-5-methyl-N-[(1S,2S)-2-{[5-(trifluoromethyl)pyrazin-2-yl]amino}cyclopentyl]benzamide (Example 37) from (1S,2S)-1-N-[5-(trifluoromethyl)pyrazin-2-yl]cyclopentane-1,2-diamine hydrochloride (Intermediate 14; 126 mg, 0.45 mmol) and 2-(1H-1,2,3-triazol-1-yl)-5-(trifluoromethyl)benzoic acid (Intermediate 37b; 138 mg, 0.54 mmol) except this was purified by column chromatography (silica, 40-100% ethyl acetate/petrol) to afford the title compound. Starting materials: COC1=C(C(=O)N[C@@H]2[C@H](CCC2)NC2=NC=C(N=C2)C(F)(F)F)C=C(C=C1)C (2-Methoxy-5-methyl-N-[(1S,2S)-2-{[5-(trifluoromethyl)pyrazin-2-yl]amino}cyclopentyl]benzamide), N1(N=NC=C1)C1=C(C(=O)O)C=C(C=C1)C(F)(F)F (2-(1H-1,2,3-triazol-1-yl)-5-(trifluoromethyl)benzoic acid), N1(N=NC=C1)C1=C(C(=O)O)C=C(C=C1)C(F)(F)F (2-(1H-1,2,3-triazol-1-yl)-5-(trifluoromethyl)benzoic acid), Cl.FC(C=1N=CC(=NC1)N[C@@H]1[C@H](CCC1)N)(F)F ((1S,2S)-1-N-[5-(trifluoromethyl)pyrazin-2-yl]cyclopentane-1,2-diamine hydrochloride), Cl.FC(C=1N=CC(=NC1)N[C@@H]1[C@H](CCC1)N)(F)F ((1S,2S)-1-N-[5-(trifluoromethyl)pyrazin-2-yl]cyclopentane-1,2-diamine hydrochloride). The product is N1(N=NC=C1)C1=C(C(=O)N[C@@H]2[C@H](CCC2)NC2=NC=C(N=C2)C(F)(F)F)C=C(C=C1)C(F)(F)F (2-(1H-1,2,3-Triazol-1-yl)-5-(trifluoromethyl)-N-[(1S,2S)-2-{[5-(trifluoromethyl)pyrazin-2-yl]amino}cyclopentyl]benzamide). Starting materials: CC1(OCC2=C(O1)C=CC(=C2)[C@H](CN(CCCCCCOCCCCC2=CC=CC=C2)[C@H](CO)C2=CC=CC=C2)O)C ((1R)-1-(2,2-dimethyl-4H-1,3-benzodioxin-6-yl)-2-{[(1S)-2-hydroxy-1-phenylethyl][6-(4-phenylbutoxy)hexyl]amino}ethanol), O (H2O). The product is OCC1=C(C=CC(=C1)[C@H](CNCCCCCCOCCCCC1=CC=CC=C1)O)O ((R)-(−)-2-Hydroxymethyl-4{1-hydroxy-2-[[6-(4-phenylbutoxy)hexyl]amino]ethyl}phenol). The yield is 86.9%. Reagents/catalysts: [OH-].[OH-].[Pd+2] (Pearlman's catalyst), [OH-].[OH-].[Pd+2] (Pd(OH)2). The solvent is C(C)O (ethanol). Reaction SMILES: CC1(C)[O:7][C:6]2[CH:8]=[CH:9][C:10]([C@@H:12]([OH:41])[CH2:13][N:14]([C@@H](C3C=CC=CC=3)CO)[CH2:15][CH2:16][CH2:17][CH2:18][CH2:19][CH2:20][O:21][CH2:22][CH2:23][CH2:24][CH2:25][C:26]3[CH:31]=[CH:30][CH:29]=[CH:28][CH:27]=3)=[CH:11][C:5]=2[CH2:4][O:3]1.O>C(O)C.[OH-].[OH-].[Pd+2]>[OH:3][CH2:4][C:5]1[CH:11]=[C:10]([C@@H:12]([OH:41])[CH2:13][NH:14][CH2:15][CH2:16][CH2:17][CH2:18][CH2:19][CH2:20][O:21][CH2:22][CH2:23][CH2:24][CH2:25][C:26]2[CH:27]=[CH:28][CH:29]=[CH:30][CH:31]=2)[CH:9]=[CH:8][C:6]=1[OH:7] |f:3.4.5|. Procedure: A solution of (1R)-1-(2,2-dimethyl-4H-1,3-benzodioxin-6-yl)-2-{[(1S)-2-hydroxy-1-phenylethyl][6-(4-phenylbutoxy)hexyl]amino}ethanol (110 mg), in ethanol (75 ml), was hydrogenated over Pearlman's catalyst [Pd(OH)2, 60% H2O, 55 mg) for 18 h. The catalyst was removed by filtration and the residue was washed with methanol. The combined filtrate and washings were concentrated and then applied to a 10 g SCX ion exchange cartridge. The cartridge was eluted with methanol (4 column volumes) and then with...